Dataset: the Open Reaction Database (ORD), a public repository of structured organic reaction records. Task: describe an organic reaction: reactants, conditions, products, and yield The reactants are NC1=C(C=CC=C1)N (1,2-diaminobenzene), C(C1=CC=CC=C1)(=O)O (benzoic acid), S(O)(O)(=O)=O (sulphuric acid), S(O)(O)(=O)=O (sulphuric acid). Reaction conditions: temperature 200 celsius. Product: C1(=CC=CC=C1)C=1NC2=C(N1)C=CC(=C2)S(=O)(=O)O (2-phenylbenzimidazole-5-sulphonic acid). Isolated yield 49.0%. Reaction SMILES: [S:1](=[O:5])(=O)([OH:3])[OH:2].[NH2:6][C:7]1[CH:12]=[CH:11][CH:10]=[CH:9][C:8]=1[NH2:13].[C:14](O)(=O)[C:15]1[CH:20]=[CH:19][CH:18]=[CH:17][CH:16]=1>>[C:15]1([C:14]2[NH:6][C:7]3[CH:12]=[C:11]([S:1]([OH:3])(=[O:5])=[O:2])[CH:10]=[CH:9][C:8]=3[N:13]=2)[CH:20]=[CH:19][CH:18]=[CH:17][CH:16]=1. Reported procedure: Without intermediate isolation which (apart from starting materials and secondary products) can, as in this case, still comprise large amounts of sulphuric acid, it is not always possible to further process crude reaction solutions. This often leads to the formation of contaminated products and/or to poor yields in the subsequent stage. This is described in the example in EP-A 4 203 072, wherein a mixture of 1,2-diaminobenzene, benzoic acid and 96% strength sulphuric acid is mixed and heated to ...